Dataset: the Open Reaction Database (ORD), a public repository of structured organic reaction records. Task: describe an organic reaction: reactants, conditions, products, and yield Starting materials: C([O-])([O-])=O.[NH4+].[NH4+] (ammonium carbonate), Cl (hydrogen chloride), Cl (Hydrogen chloride), [Cl-].[Ca+2].[Cl-] (calcium chloride), S(C)(=O)(=O)O.C(#N)C1=CC=C(C=C1)NCC1=NC2=C(N1C)C=CC(=C2)C(=O)N(C2=NC=CC=C2)CCC(=O)OCC (Ethyl 3-(2-((4-cyanophenylamino)methyl)-1-methyl-N-(pyridin-2-yl)-1H-benzo[d]imidazole-5-carboxamido)propanoate mesylate), N (ammonia). The solvent is C(C)O (Ethanol), C(C)O (ethanol). Run at temperature -10 celsius, time 15 minute. Product: S(C)(=O)(=O)O.C(N)(=N)C1=CC=C(C=C1)NCC1=NC2=C(N1C)C=CC(=C2)C(=O)N(C2=NC=CC=C2)CCC(=O)OCC (ethyl 3-(2-((4-carbamimidoylphenylamino)methyl)-1-methyl-N-(pyridin-2-yl)-1H-benzo[d]imidazole-5-carboxamido)propanoate mesylate). Reaction SMILES: Cl.[Cl-].[Ca+2].[Cl-].[S:5]([OH:9])(=[O:8])(=[O:7])[CH3:6].[C:10]([C:12]1[CH:17]=[CH:16][C:15]([NH:18][CH2:19][C:20]2[N:24]([CH3:25])[C:23]3[CH:26]=[CH:27][C:28]([C:30]([N:32]([CH2:39][CH2:40][C:41]([O:43][CH2:44][CH3:45])=[O:42])[C:33]4[CH:38]=[CH:37][CH:36]=[CH:35][N:34]=4)=[O:31])=[CH:29][C:22]=3[N:21]=2)=[CH:14][CH:13]=1)#[N:11].C(=O)([O-])[O-].[NH4+:50].[NH4+].N>C(O)C>[S:5]([OH:9])(=[O:8])(=[O:7])[CH3:6].[C:10]([C:12]1[CH:17]=[CH:16][C:15]([NH:18][CH2:19][C:20]2[N:24]([CH3:25])[C:23]3[CH:26]=[CH:27][C:28]([C:30]([N:32]([CH2:39][CH2:40][C:41]([O:43][CH2:44][CH3:45])=[O:42])[C:33]4[CH:38]=[CH:37][CH:36]=[CH:35][N:34]=4)=[O:31])=[CH:29][C:22]=3[N:21]=2)=[CH:14][CH:13]=1)(=[NH:50])[NH2:11] |f:1.2.3,4.5,6.7.8,11.12|. Procedure: Hydrogen chloride gas was passed into a mixture of calcium chloride (125 g) and ethanol (1500 ml) at a temperature below 20° C. for a period of 30 minutes. The reaction mixture was cooled to −15 to −5° C. and stirred for 15 minutes. Ethyl 3-(2-((4-cyanophenylamino)methyl)-1-methyl-N-(pyridin-2-yl)-1H-benzo[d]imidazole-5-carboxamido)propanoate mesylate compound of formula-10 (500 g) was added to the reaction mixture. Hydrogen chloride gas was slowly purged into the reaction mixture for a period o... Reactants: CN1C([C@@H](N=C(C2=C1C=CC=C2)C2=CC=CC=C2)N)=O (1,3-dihydro-1-methyl-3(R)-amino-5-phenyl-2H-1,4-benzodiazepin-2-one), ClC1=CC=C(C=C1)N=C=O (4-chlorophenylisocyanate). Run in O1CCCC1 (tetrahydrofuran). Run at time 8 hour. The product is ClC1=CC=C(C=C1)NC(=O)N[C@H]1C(N(C2=C(C(=N1)C1=CC=CC=C1)C=CC=C2)C)=O ((R)-N-(4-Chlorophenyl)-N'-(2,3-dihydro-1-methyl-2-oxo-5-phenyl-1H-1,4-benzodiazepin-3-yl)-Urea). As a reaction SMILES: [CH3:1][N:2]1[C:8]2[CH:9]=[CH:10][CH:11]=[CH:12][C:7]=2[C:6]([C:13]2[CH:18]=[CH:17][CH:16]=[CH:15][CH:14]=2)=[N:5][C@@H:4]([NH2:19])[C:3]1=[O:20].[Cl:21][C:22]1[CH:27]=[CH:26][C:25]([N:28]=[C:29]=[O:30])=[CH:24][CH:23]=1>O1CCCC1>[Cl:21][C:22]1[CH:27]=[CH:26][C:25]([NH:28][C:29]([NH:19][C@@H:4]2[N:5]=[C:6]([C:13]3[CH:14]=[CH:15][CH:16]=[CH:17][CH:18]=3)[C:7]3[CH:12]=[CH:11][CH:10]=[CH:9][C:8]=3[N:2]([CH3:1])[C:3]2=[O:20])=[O:30])=[CH:24][CH:23]=1. Reported procedure: Equimolar amounts of 1,3-dihydro-1-methyl-3(R)-amino-5-phenyl-2H-1,4-benzodiazepin-2-one and 4-chlorophenylisocyanate were mixed in 8 ml of dry tetrahydrofuran at room temperature. The reaction mixture was allowed to stand for 8 hours and was then filtered. The collected solids were washed with tetrahydrofuran and dried in vacuo over P2O5 to give the analytical product. Starting materials: CO, CON1CC=C(c2ccc(N)cc2)CC1. The product is CON1CCC(c2ccc(N)cc2)CC1. RXN SMILES: [CH3:16][OH:17].[CH3:1][O:2][N:3]1[CH2:4][CH2:5][C:6]([c:9]2[cH:10][cH:11][c:12]([NH2:15])[cH:13][cH:14]2)=[CH:7][CH2:8]1>>[CH3:1][O:2][N:3]1[CH2:4][CH2:5][CH:6]([c:9]2[cH:10][cH:11][c:12]([NH2:15])[cH:13][cH:14]2)[CH2:7][CH2:8]1. The reactants are C(C=C)O[C@@H]1[C@H]([C@H](OCC(C)CCC[C@@H](C)[C@H]2CC[C@H]3[C@@H]4CCC5CCCC[C@]5(C)[C@H]4CC[C@]23C)O[C@@H]([C@@H]1OCC1=CC=CC=C1)COCC=C)OCC1=CC=CC=C1 (Cholestanyl 3,6-di-O-allyl-2,4-di-O-benzyl-β-D-galactopyranoside), II (Iodine), O (water). The reagents and catalysts are [Ir] (Iridium). The solvent is O1CCCC1 (tetrahydrofuran), O1CCCC1 (tetrahydrofuran), O1CCCC1 (tetrahydrofuran), C(Cl)(Cl)Cl (chloroform). Product: C(C1=CC=CC=C1)O[C@H]1[C@H](OCC(C)CCC[C@@H](C)[C@H]2CC[C@H]3[C@@H]4CCC5CCCC[C@]5(C)[C@H]4CC[C@]23C)O[C@@H]([C@@H]([C@@H]1O)OCC1=CC=CC=C1)CO (Cholestanyl 2,4-di-O-Benzyl-β-D-galactopyranoside). The yield is 88.2%. As a reaction SMILES: C([O:4][C@H:5]1[C@@H:38]([O:39][CH2:40][C:41]2[CH:46]=[CH:45][CH:44]=[CH:43][CH:42]=2)[C@@H:37]([CH2:47][O:48]CC=C)[O:36][C@@H:7]([O:8][CH2:9][CH:10]([CH2:12][CH2:13][CH2:14][C@H:15]([C@@H:17]2[C@:34]3([CH3:35])[C@H:20]([C@H:21]4[C@H:31]([CH2:32][CH2:33]3)[C@:29]3([CH3:30])[CH:24]([CH2:25][CH2:26][CH2:27][CH2:28]3)[CH2:23][CH2:22]4)[CH2:19][CH2:18]2)[CH3:16])[CH3:11])[C@@H:6]1[O:52][CH2:53][C:54]1[CH:59]=[CH:58][CH:57]=[CH:56][CH:55]=1)C=C.II.O>O1CCCC1.C(Cl)(Cl)Cl.[Ir]>[CH2:53]([O:52][C@@H:6]1[C@@H:5]([OH:4])[C@@H:38]([O:39][CH2:40][C:41]2[CH:42]=[CH:43][CH:44]=[CH:45][CH:46]=2)[C@@H:37]([CH2:47][OH:48])[O:36][C@H:7]1[O:8][CH2:9][CH:10]([CH2:12][CH2:13][CH2:14][C@H:15]([C@@H:17]1[C@:34]2([CH3:35])[C@H:20]([C@H:21]3[C@H:31]([CH2:32][CH2:33]2)[C@:29]2([CH3:30])[CH:24]([CH2:25][CH2:26][CH2:27][CH2:28]2)[CH2:23][CH2:22]3)[CH2:19][CH2:18]1)[CH3:16])[CH3:11])[C:54]1[CH:59]=[CH:58][CH:57]=[CH:56][CH:55]=1. Reported procedure: Iridium complex (1,5-cyclooctadiene bis(methyldiphenylphosphine)iridium hexafluorophosphate, 136 mg, 0.12 mmol) was suspended in tetrahydrofuran (5 mL), and activated by stirring under H2 flow. To this solution Compound 25 (940 mg, 1.16 mmol) dissolved in tetrahydrofuran (5 mL) was added, and the mixture was stirred at room temperature for 1 hour under argon gas flow. Iodine (588 mg), water (30 mL) and tetrahydrofuran (15 mL) were added thereto, and the mixture was further stirred at room temper... Yields the product Cc1cc(-c2cc(NC(=O)c3c(F)ccnc3F)cnc2OCC(F)(F)F)ccc1Cl. Reactants: Cc1cc(-c2cc(N)cnc2OCC(F)(F)F)ccc1Cl, O=C(O)c1c(F)ccnc1F. As a reaction SMILES: [Cl:1][c:2]1[c:3]([CH3:21])[cH:4][c:5](-[c:8]2[cH:9][c:10]([NH2:20])[cH:11][n:12][c:13]2[O:14][CH2:15][C:16]([F:17])([F:18])[F:19])[cH:6][cH:7]1.[F:22][c:23]1[n:24][cH:25][cH:26][c:27]([F:32])[c:28]1[C:29](=[O:30])[OH:31]>>[Cl:1][c:2]1[c:3]([CH3:21])[cH:4][c:5](-[c:8]2[cH:9][c:10]([NH:20][C:29]([c:28]3[c:23]([F:22])[n:24][cH:25][cH:26][c:27]3[F:32])=[O:30])[cH:11][n:12][c:13]2[O:14][CH2:15][C:16]([F:17])([F:18])[F:19])[cH:6][cH:7]1. Starting materials: C1(CCCCC1)NS(=O)(=O)C1=CC=C2C(C(=O)OC(N2)=O)=C1 (5-(N-cyclohexylsulfamoyl)-isatoic anhydride), CN1CCNCC1 (1-methylpiperazine). Solvent: C(C)O (ethanol). The product is CN1CCN(CC1)C(C=1C(N)=CC=C(C1)S(NC1CCCCC1)(=O)=O)=O (5-(N-cyclohexylsulfamoyl)-anthranilic acid (4-methyl)-piperazide). Reaction SMILES: [CH:1]1([NH:7][S:8]([C:11]2[CH:22]=[C:15]3[C:16]([O:18]C(=O)[NH:20][C:14]3=[CH:13][CH:12]=2)=O)(=[O:10])=[O:9])[CH2:6][CH2:5][CH2:4][CH2:3][CH2:2]1.[CH3:23][N:24]1[CH2:29][CH2:28][NH:27][CH2:26][CH2:25]1>C(O)C>[CH3:23][N:24]1[CH2:29][CH2:28][N:27]([C:16](=[O:18])[C:15]2[C:14](=[CH:13][CH:12]=[C:11]([S:8](=[O:9])(=[O:10])[NH:7][CH:1]3[CH2:2][CH2:3][CH2:4][CH2:5][CH2:6]3)[CH:22]=2)[NH2:20])[CH2:26][CH2:25]1. Procedure details: In a manner analogous to that described in Example 1, the reaction of 5-(N-cyclohexylsulfamoyl)-isatoic anhydride with 1-methylpiperazine yields 5-(N-cyclohexylsulfamoyl)-anthranilic acid (4-methyl)-piperazide with a melting point of 167°-168° (from ethanol). The hydrochloride melts at 263°-264°. Starting materials: CC1(OC[C@@H](N1C(=O)OC(C)(C)C)CCC1=CC=C(C=C1)NC1=NC=C(C=N1)SC)C ((5)-tert-butyl 2,2-dimethyl-4-(4-(5-(methylthio)pyrimidin-2-ylamino)phenethyl)oxazolidine-3-carboxylate), C1=CC(=CC(=C1)Cl)C(=O)OO (m-CPBA). Solvent: [O-]S(=O)[O-].[Na+].[Na+] (Na2SO3), ClCCl (dichloromethane). Conditions: time 40 minute. The product is CC1(OC[C@@H](N1C(=O)OC(C)(C)C)CCC1=CC=C(C=C1)NC1=NC=C(C=N1)S(=O)C)C ((4S)-tert-butyl 2,2-dimethyl-4-(4-(5-(methylsulfinyl)pyrimidin-2-ylamino)phenethyl)oxazolidine-3-carboxylate). Yield: 111.5%. RXN SMILES: [CH3:1][C:2]1([CH3:31])[N:6]([C:7]([O:9][C:10]([CH3:13])([CH3:12])[CH3:11])=[O:8])[C@@H:5]([CH2:14][CH2:15][C:16]2[CH:21]=[CH:20][C:19]([NH:22][C:23]3[N:28]=[CH:27][C:26]([S:29][CH3:30])=[CH:25][N:24]=3)=[CH:18][CH:17]=2)[CH2:4][O:3]1.C1C=C(Cl)C=C(C(OO)=[O:40])C=1>ClCCl.[O-]S([O-])=O.[Na+].[Na+]>[CH3:1][C:2]1([CH3:31])[N:6]([C:7]([O:9][C:10]([CH3:11])([CH3:12])[CH3:13])=[O:8])[C@@H:5]([CH2:14][CH2:15][C:16]2[CH:21]=[CH:20][C:19]([NH:22][C:23]3[N:24]=[CH:25][C:26]([S:29]([CH3:30])=[O:40])=[CH:27][N:28]=3)=[CH:18][CH:17]=2)[CH2:4][O:3]1 |f:3.4.5|. Procedure details: To a stirred solution of (5)-tert-butyl 2,2-dimethyl-4-(4-(5-(methylthio)pyrimidin-2-ylamino)phenethyl)oxazolidine-3-carboxylate (393 mg) in dichloromethane (5 ml) was added m-CPBA (218 mg) and stirring was continued at RT for 40 min. The reaction mixture was then diluted with aq. Na2SO3 solution and extracted with dichloromethane. The organic layers were dried over MgSO4 and concentrated in vacuo to give (4S)-tert-butyl 2,2-dimethyl-4-(4-(5-(methylsulfinyl)pyrimidin-2-ylamino)phenethyl)oxazolid...